Dataset: the Open Reaction Database (ORD), a public repository of structured organic reaction records. Task: describe an organic reaction: reactants, conditions, products, and yield The reactants are C(O)([O-])=O.[Na+] (sodium hydrogencarbonate), CI (Methyl iodide), N1=CC(=CC=C1)C=1NC2=CC=CC=C2C1 (2-(3-pyridyl)indole), [H-].[Na+] (sodium hydride). The solvent is CN(C=O)C (dimethylformamide), CN(C=O)C (dimethylformamide). Run at time 30 minute. The product is CN1C(=CC2=CC=CC=C12)C=1C=NC=CC1 (1-methyl-2-(3-pyridyl)indole). RXN SMILES: [N:1]1[CH:6]=[CH:5][CH:4]=[C:3]([C:7]2[NH:8][C:9]3[C:14]([CH:15]=2)=[CH:13][CH:12]=[CH:11][CH:10]=3)[CH:2]=1.[H-].[Na+].CI.[C:20](=O)([O-])O.[Na+]>CN(C)C=O>[CH3:20][N:8]1[C:9]2[C:14](=[CH:13][CH:12]=[CH:11][CH:10]=2)[CH:15]=[C:7]1[C:3]1[CH:2]=[N:1][CH:6]=[CH:5][CH:4]=1 |f:1.2,4.5|. Reported procedure: Under argon, a dimethylformamide (30 ml) solution of 2-(3-pyridyl)indole (3.07 g) was added to dimethylformamide (20 ml) in which 60% sodium hydride (0.76 g) was suspended and the mixture was stirred at room temperature for 30 minutes. Methyl iodide (1.2 ml) was added at 0° C. and the mixture was stirred at room temperature for one hour. The mixture was reacted at 0° C., then a saturated aqueous sodium hydrogencarbonate solution was added and the mixture was extracted with ethyl acetate. The org... The reactants are CC(=O)OC(C)=O, CC(=O)O, O=C(O)c1cccc2c1OCCO2, O=[N+]([O-])O. Product: O=C(O)c1c([N+](=O)[O-])ccc2c1OCCO2. Reaction SMILES: [CH3:1][C:2]([O:3][C:4](=[O:5])[CH3:6])=[O:7].[CH3:25][C:26](=[O:27])[OH:28].[O:8]1[CH2:9][CH2:10][O:11][c:12]2[c:13]1[cH:14][cH:15][cH:16][c:17]2[C:18](=[O:19])[OH:20].[OH:21][N+:22]([O-:23])=[O:24]>>[O:8]1[CH2:9][CH2:10][O:11][c:12]2[c:13]1[cH:14][cH:15][c:16]([N+:22](=[O:21])[O-:23])[c:17]2[C:18](=[O:19])[OH:20]. Reactants: CN(C)C=O, O=C(O)c1cc(C(F)(F)F)cc(F)c1F, [NH4+], [OH-], O=S(Cl)Cl. Reaction SMILES: [CH3:22][N:23]([CH3:24])[CH:25]=[O:26].[F:5][c:6]1[c:7]([C:8](=[O:9])[OH:10])[cH:11][c:12]([C:16]([F:17])([F:18])[F:19])[cH:13][c:14]1[F:15].[NH4+:20].[OH-:21].[S:1]([Cl:2])([Cl:3])=[O:4]>>[F:5][c:6]1[c:7]([C:8](=[O:9])[NH2:20])[cH:11][c:12]([C:16]([F:17])([F:18])[F:19])[cH:13][c:14]1[F:15]. Product: NC(=O)c1cc(C(F)(F)F)cc(F)c1F.